From a dataset of the Open Reaction Database (ORD), a public repository of structured organic reaction records. describe an organic reaction: reactants, conditions, products, and yield Reactants: CCOC(=O)C=CC1CCCCN(S(=O)(=O)c2ccc(OC)cc2)C1C(=O)OC(C)(C)C, COc1ccc(S(=O)(=O)N2CCCCC(COC(C)=O)C2C(=O)NO)cc1. Yields the product CCOC(=O)C=CC1CCCCN(S(=O)(=O)c2ccc(OC)cc2)C1C(=O)NO. As a reaction SMILES: [C:1]([CH3:3])([CH3:4])([O:5][C:6](=[O:2])[CH:8]1[N:9]([S:22](=[O:23])(=[O:24])[c:25]2[cH:26][cH:27][c:28]([O:31][CH3:32])[cH:29][cH:30]2)[CH2:10][CH2:11][CH2:12][CH2:13][CH:14]1[CH:15]=[CH:16][C:17](=[O:18])[O:19][CH2:20][CH3:21])[CH3:7].[OH:33][NH:34][C:35]([CH:36]1[CH:37]([CH2:38][O:39][C:40](=[O:41])[CH3:42])[CH2:43][CH2:44][CH2:45][CH2:46][N:47]1[S:48]([c:49]1[cH:50][cH:51][c:52]([O:53][CH3:54])[cH:55][cH:56]1)(=[O:57])=[O:58])=[O:59]>>[O:5]=[C:6]([CH:8]1[N:9]([S:22](=[O:23])(=[O:24])[c:25]2[cH:26][cH:27][c:28]([O:31][CH3:32])[cH:29][cH:30]2)[CH2:10][CH2:11][CH2:12][CH2:13][CH:14]1[CH:15]=[CH:16][C:17](=[O:18])[O:19][CH2:20][CH3:21])[NH:34][OH:33].